From a dataset of the Open Reaction Database (ORD), a public repository of structured organic reaction records. describe an organic reaction: reactants, conditions, products, and yield The reactants are [BH4-], CCO, CC1(C)OC(c2ccc(-c3ccc(Cl)cc3)cc2)OC1=O, [Na+], [Na+], O=C=O, [OH-], O. Product: CC(C)(OCc1ccc(-c2ccc(Cl)cc2)cc1)C(=O)O. As a reaction SMILES: [BH4-:25].[CH3:29][CH2:30][OH:31].[Cl:1][c:2]1[cH:3][cH:4][c:5](-[c:8]2[cH:9][cH:10][c:11]([CH:14]3[O:15][C:16]([CH3:20])([CH3:21])[C:17](=[O:19])[O:18]3)[cH:12][cH:13]2)[cH:6][cH:7]1.[Na+:26].[Na+:28].[O:22]=[C:23]=[O:24].[OH-:27].[OH2:32]>>[Cl:1][c:2]1[cH:3][cH:4][c:5](-[c:8]2[cH:9][cH:10][c:11]([CH2:14][O:15][C:16]([C:17](=[O:18])[OH:19])([CH3:20])[CH3:21])[cH:12][cH:13]2)[cH:6][cH:7]1. Reactants: Cc1ccc2c(c1)C(=O)C(C)(C)C2, COC(=O)CCc1ccc(O)cc1. Yields the product COC(=O)CCc1ccc(OC2c3cc(C)ccc3CC2(C)C)cc1. Reaction SMILES: [CH3:1][C:2]1([CH3:13])[C:3](=[O:12])[c:4]2[cH:5][c:6]([CH3:11])[cH:7][cH:8][c:9]2[CH2:10]1.[OH:14][c:15]1[cH:16][cH:17][c:18]([CH2:21][CH2:22][C:23](=[O:24])[O:25][CH3:26])[cH:19][cH:20]1>>[CH3:1][C:2]1([CH3:13])[CH:3]([O:12][c:15]2[cH:16][cH:17][c:18]([CH2:21][CH2:22][C:23](=[O:24])[O:25][CH3:26])[cH:19][cH:20]2)[c:4]2[cH:5][c:6]([CH3:11])[cH:7][cH:8][c:9]2[CH2:10]1. The reactants are ClC1=CC=2N(C(=N1)C)N=NC2 (5-chloro-7-methyltriazolo[1,5-c]pyrimidine), NC(=S)N (thiourea). The solvent is CO (methanol). Reaction conditions: temperature 0 celsius. The product is CC1=NC(=CC=2N1N=NC2)S (7-methyltriazolo[1,5-c]pyrimidine-5-thiol). As a reaction SMILES: Cl[C:2]1[N:7]=[C:6]([CH3:8])[N:5]2[N:9]=[N:10][CH:11]=[C:4]2[CH:3]=1.NC(N)=[S:14]>CO>[CH3:8][C:6]1[N:5]2[N:9]=[N:10][CH:11]=[C:4]2[CH:3]=[C:2]([SH:14])[N:7]=1. Procedure details: A mixture of 14.5 g (85 mmole) of 5-chloro-7-methyltriazolo[1,5-c]pyrimidine and 15 g (200 mmole) of thiourea in 100 ml of methanol was heated at reflux for one hour, and then cooled to 0° C. The product was collected by filtration and recrystallized from a 50:50 mixture of ethanol and hexanes with treatment with decolorizing charcoal to provide 7-methyltriazolo[1,5-c]pyrimidine-5-thiol. The structural assignment was confirmed by nuclear magnetic resonance spectral analysis. The reactants are C1CSCCN1, CC#N, O=[N+]([O-])c1cc(F)c(F)c(F)c1. The product is O=[N+]([O-])c1cc(F)c(N2CCSCC2)c(F)c1. As a reaction SMILES: [CH2:1]1[CH2:2][S:3][CH2:4][CH2:5][NH:6]1.[CH3:19][C:20]#[N:21].[F:7][c:8]1[cH:9][c:10]([N+:16](=[O:17])[O-:18])[cH:11][c:12]([F:15])[c:13]1[F:14]>>[CH2:1]1[CH2:2][S:3][CH2:4][CH2:5][N:6]1[c:13]1[c:8]([F:7])[cH:9][c:10]([N+:16](=[O:17])[O-:18])[cH:11][c:12]1[F:15].